This data is from the Open Reaction Database (ORD), a public repository of structured organic reaction records. The task is: describe an organic reaction: reactants, conditions, products, and yield Procedure: By heating equimolar amounts of 3-benzyloxy-4-methoxybenzoyl chloride and 1-trimethylsilyl-2-pyrrolidinone in an oil-bath of 100° C. in analogy to the procedure described in paragraph (b) of Example 9 there is obtained 1-(3-benzoyloxy-4-methoxybenzoyl)-2-pyrrolidinone. After stirring in diethyl ether and recrystallisation from ethyl acetate/n-hexane (3:1), the substance melts at 90.5°-91° C. Reaction SMILES: [CH2:1]([O:8][C:9]1[CH:10]=[C:11]([CH:15]=[CH:16][C:17]=1[O:18][CH3:19])[C:12](Cl)=[O:13])[C:2]1[CH:7]=[CH:6][CH:5]=[CH:4][CH:3]=1.C[Si](C)(C)[N:22]1[CH2:26][CH2:25][CH2:24][C:23]1=[O:27].C[O:31]C1C=CC(C(N2C(=O)C(O)CC2)=O)=CC=1>>[C:1]([O:8][C:9]1[CH:10]=[C:11]([CH:15]=[CH:16][C:17]=1[O:18][CH3:19])[C:12]([N:22]1[CH2:26][CH2:25][CH2:24][C:23]1=[O:27])=[O:13])(=[O:31])[C:2]1[CH:7]=[CH:6][CH:5]=[CH:4][CH:3]=1. Starting materials: C(C1=CC=CC=C1)OC=1C=C(C(=O)Cl)C=CC1OC (3-benzyloxy-4-methoxybenzoyl chloride), C[Si](N1C(CCC1)=O)(C)C (1-trimethylsilyl-2-pyrrolidinone), COC1=CC=C(C=C1)C(=O)N2CCC(C2=O)O ((R,S)-1-(p-methoxybenzoyl)-3-hydroxy-2-pyrrolidinone). The product is C(C1=CC=CC=C1)(=O)OC=1C=C(C(=O)N2C(CCC2)=O)C=CC1OC (1-(3-benzoyloxy-4-methoxybenzoyl)-2-pyrrolidinone). The reactants are C(#N)CCCCCCCC(=O)O (8-cyanooctanoic acid). The reagents and catalysts are [Co] (cobalt). The solvent is C(C)(C)O (isopropyl alcohol), N (NH3). Reaction conditions: time 3 hour. Product: NCCCCCCCCC(=O)O (9-aminononanoic acid). Yield: 92.5%. Reaction SMILES: [C:1]([CH2:3][CH2:4][CH2:5][CH2:6][CH2:7][CH2:8][CH2:9][C:10]([OH:12])=[O:11])#[N:2]>C(O)(C)C.N.[Co]>[NH2:2][CH2:1][CH2:3][CH2:4][CH2:5][CH2:6][CH2:7][CH2:8][CH2:9][C:10]([OH:12])=[O:11]. Procedure: 84.5 g of 8-cyanooctanoic acid dissolved in 500 ml of isopropyl alcohol saturated with NH3 are hydrogenated at 50° C. and 80 bar for 3 hours, using 20 g of cobalt-Raney as catalyst. The catalyst is filtered out and the solution is concentrated. Cooling and purification produce 9-aminononanoic acid (80 g) in the form of a crystalline solid product with a m.p. of 190-192° C. Starting materials: CN(C)C=O, CCO, CC(O)Cc1cc2c(cc1C(=NNc1ccc(Cl)nn1)c1ccc([N+](=O)[O-])cc1)OCO2, CCOC(=O)N=NC(=O)OCC. Yields the product CC1Cc2cc3c(cc2C(c2ccc([N+](=O)[O-])cc2)=NN1c1ccc(Cl)nn1)OCO3. Reaction SMILES: [CH3:33][N:34]([CH3:35])[CH:36]=[O:37].[CH3:50][CH2:51][OH:52].[Cl:1][c:2]1[cH:3][cH:4][c:5]([NH:8][N:9]=[C:10]([c:11]2[c:12]([CH2:20][CH:21]([CH3:22])[OH:23])[cH:13][c:14]3[c:15]([cH:19]2)[O:16][CH2:17][O:18]3)[c:24]2[cH:25][cH:26][c:27]([N+:30](=[O:31])[O-:32])[cH:28][cH:29]2)[n:6][n:7]1.[O:38]=[C:39]([O:40][CH2:41][CH3:42])[N:43]=[N:44][C:45]([O:46][CH2:47][CH3:48])=[O:49]>>[Cl:1][c:2]1[cH:3][cH:4][c:5]([N:8]2[N:9]=[C:10]([c:24]3[cH:25][cH:26][c:27]([N+:30](=[O:31])[O-:32])[cH:28][cH:29]3)[c:11]3[c:12]([cH:13][c:14]4[c:15]([cH:19]3)[O:16][CH2:17][O:18]4)[CH2:20][CH:21]2[CH3:22])[n:6][n:7]1.